From a dataset of the Open Reaction Database (ORD), a public repository of structured organic reaction records. describe an organic reaction: reactants, conditions, products, and yield The reactants are CC(C)(C)OC(=O)NCc1ccccc1S(=O)(=O)CC(F)(F)F, Cl, C1COCCO1. The product is Cl, NCc1ccccc1S(=O)(=O)CC(F)(F)F. Reaction SMILES: [C:1]([O:2][C:3]([CH3:4])([CH3:5])[CH3:6])(=[O:7])[NH:8][CH2:9][c:10]1[c:11]([S:16](=[O:17])(=[O:18])[CH2:19][C:20]([F:21])([F:22])[F:23])[cH:12][cH:13][cH:14][cH:15]1.[ClH:24].[O:25]1[CH2:26][CH2:27][O:28][CH2:29][CH2:30]1>>[ClH:24].[NH2:8][CH2:9][c:10]1[c:11]([S:16](=[O:17])(=[O:18])[CH2:19][C:20]([F:21])([F:22])[F:23])[cH:12][cH:13][cH:14][cH:15]1. Starting materials: C(C)(C)(C)[Li] (tert-butyllithium), BrC=1C=CC2=C(NC(=N2)C)C1 (6-bromo-2-methyl-1H-benzoimidazole), ClC1=C(C=C(C(=O)N(C)OC)C=C1)S(N)(=O)=O (4-chloro-N-methoxy-N-methyl-3-sulfamoyl-benzamide). Solvent: O1CCCC1 (tetrahydrofuran), O1CCCC1 (tetrahydrofuran). The product is ClC1=C(C=C(C=C1)C(=O)C1=CC2=C(N=C(N2)C)C=C1)S(=O)(=O)N (2-chloro-5-(2-methyl-3H-benzoimidazole-5-carbonyl)-benzenesulfonamide). RXN SMILES: Br[C:2]1[CH:3]=[CH:4][C:5]2[N:9]=[C:8]([CH3:10])[NH:7][C:6]=2[CH:11]=1.C([Li])(C)(C)C.[Cl:17][C:18]1[CH:29]=[CH:28][C:21]([C:22](N(OC)C)=[O:23])=[CH:20][C:19]=1[S:30](=[O:33])(=[O:32])[NH2:31]>O1CCCC1>[Cl:17][C:18]1[CH:29]=[CH:28][C:21]([C:22]([C:2]2[CH:3]=[CH:4][C:5]3[N:9]=[C:8]([CH3:10])[NH:7][C:6]=3[CH:11]=2)=[O:23])=[CH:20][C:19]=1[S:30]([NH2:31])(=[O:33])=[O:32]. Reported procedure: A solution of 0.303 g of 6-bromo-2-methyl-1H-benzoimidazole in tetrahydrofuran (20 mL) is cooled to −50° C. and treated with 2.7 mL of tert-butyllithium (1.5 M in pentane). After 2 h at −50° C. the reaction mixture is treated with 0.12 g of 4-chloro-N-methoxy-N-methyl-3-sulfamoyl-benzamide in tetrahydrofuran (10 mL). After 3 h the mixture is quenched with saturated aqueous ammonium chloride, taken up in ethyl acetate, and washed with saturated aqueous sodium chloride. The organics are dried (mag... Reactants: COC(CC=1C=C(C(=CC1)OC)C1=C(C=C(C=C1)C(F)(F)F)CN[C@H]1CCC2=CC=CC=C12)=O ([2′((S)-Indan-1-ylaminomethyl)-6-methoxy-4′-trifluoromethyl-biphenyl-3-yl]-acetic acid methyl ester), C(C)(=O)Cl (acetyl chloride). Yields the product COC(CC=1C=C(C(=CC1)OC)C1=C(C=C(C=C1)C(F)(F)F)CN([C@H]1CCC2=CC=CC=C12)C(C)=O)=O ({2′-[((S)-Acetyl-indan-1-yl-amino)-methyl]-6-methoxy-4′-trifluoromethyl-biphenyl-3-yl}-acetic acid methyl ester). RXN SMILES: [CH3:1][O:2][C:3](=[O:34])[CH2:4][C:5]1[CH:6]=[C:7]([C:13]2[CH:18]=[CH:17][C:16]([C:19]([F:22])([F:21])[F:20])=[CH:15][C:14]=2[CH2:23][NH:24][C@@H:25]2[C:33]3[C:28](=[CH:29][CH:30]=[CH:31][CH:32]=3)[CH2:27][CH2:26]2)[C:8]([O:11][CH3:12])=[CH:9][CH:10]=1.[C:35](Cl)(=[O:37])[CH3:36]>>[CH3:1][O:2][C:3](=[O:34])[CH2:4][C:5]1[CH:6]=[C:7]([C:13]2[CH:18]=[CH:17][C:16]([C:19]([F:22])([F:20])[F:21])=[CH:15][C:14]=2[CH2:23][N:24]([C:35](=[O:37])[CH3:36])[C@@H:25]2[C:33]3[C:28](=[CH:29][CH:30]=[CH:31][CH:32]=3)[CH2:27][CH2:26]2)[C:8]([O:11][CH3:12])=[CH:9][CH:10]=1. Reported procedure: Prepared according to the procedure described in Example 1, Step 6, using the following starting materials: [2′((S)-Indan-1-ylaminomethyl)-6-methoxy-4′-trifluoromethyl-biphenyl-3-yl]-acetic acid methyl ester and acetyl chloride.